The task is: describe an organic reaction: reactants, conditions, products, and yield. This data is from the Open Reaction Database (ORD), a public repository of structured organic reaction records. Run in C(C)O (ethanol). Product: C(CC)S(=O)(=O)C1=CC(=CC=2C(=NCC=3N(C21)C(=NN3)CC)C3=CC=CC=C3)C (10-(propylsulfonyl)-8-methyl-1-ethyl-6-phenyl-4H-s-triazolo[4,3-a][1,4]benzodiazepine). RXN SMILES: [CH2:1]([S:4]([C:7]1[C:17]2[NH:16][C:15](=S)[CH2:14][N:13]=[C:12]([C:19]3[CH:24]=[CH:23][CH:22]=[CH:21][CH:20]=3)[C:11]=2[CH:10]=[C:9]([CH3:25])[CH:8]=1)(=[O:6])=[O:5])[CH2:2][CH3:3].[C:26]([NH:30][NH2:31])(=O)[CH2:27][CH3:28]>C(O)C>[CH2:1]([S:4]([C:7]1[C:17]2[N:16]3[C:26]([CH2:27][CH3:28])=[N:30][N:31]=[C:15]3[CH2:14][N:13]=[C:12]([C:19]3[CH:24]=[CH:23][CH:22]=[CH:21][CH:20]=3)[C:11]=2[CH:10]=[C:9]([CH3:25])[CH:8]=1)(=[O:6])=[O:5])[CH2:2][CH3:3]. Starting materials: C(CC)(=O)NN (propionic acid hydrazide), C(CC)S(=O)(=O)C1=CC(=CC=2C(=NCC(NC21)=S)C2=CC=CC=C2)C (9-(propylsulfonyl)-7-methyl-1,3-dihydro-5-phenyl-2H-1,4-benzodiazepine-2-thione). Conditions: temperature 250 celsius. Procedure details: In the manner given in Example 2, 9-(propylsulfonyl)-7-methyl-1,3-dihydro-5-phenyl-2H-1,4-benzodiazepine-2-thione is heated in ethanol with propionic acid hydrazide and the resulting product heated to 250° C. to give 10-(propylsulfonyl)-8-methyl-1-ethyl-6-phenyl-4H-s-triazolo[4,3-a][1,4]benzodiazepine.